From a dataset of the Open Reaction Database (ORD), a public repository of structured organic reaction records. describe an organic reaction: reactants, conditions, products, and yield The reactants are CS(=O)(=O)C1=CC=C(C(C(=O)OC)=C1)O (methyl 5-(methanesulfonyl)salicylate), C(C1=CC=CC=C1)O (benzylalcohol). The product is C(C1=CC=CC=C1)OC1=C(C(=O)O)C=C(C=C1)S(=O)(=O)C (2-Benzyloxy-5-methanesulfonyl-benzoic acid). RXN SMILES: [CH3:1][S:2]([C:5]1[CH:14]=[C:9]([C:10]([O:12]C)=[O:11])[C:8]([OH:15])=[CH:7][CH:6]=1)(=[O:4])=[O:3].[CH2:16](O)[C:17]1[CH:22]=[CH:21][CH:20]=[CH:19][CH:18]=1>>[CH2:16]([O:15][C:8]1[CH:7]=[CH:6][C:5]([S:2]([CH3:1])(=[O:4])=[O:3])=[CH:14][C:9]=1[C:10]([OH:12])=[O:11])[C:17]1[CH:22]=[CH:21][CH:20]=[CH:19][CH:18]=1. Procedure: The title compound was prepared in analogy to example 2.10 from methyl 5-(methanesulfonyl)salicylate and benzylalcohol. MS (m/e): 305.3 (M−H, 100%) Starting materials: Cl (hydrochloric acid), [BH4-].[Na+] (sodium borohydride), FCC#N (Fluoroacetonitrile), O1CCCC1 (tetrahydrofuran), [Mg] (magnesium), BrC=CC (1-bromo 1-propene), O1CCCC1 (tetrahydrofuran). Run in CO (methanol), O (water), O (water). Reaction conditions: temperature -30 celsius, time 20 minute. Yields the product C(=CC)[Mg]Br (propenylmagnesium bromide), FCC(C=CC)N (1-fluoro-2-amino-3-pentene). The yield is 13.0%. Reaction SMILES: [Mg:1].[Br:2][CH:3]=[CH:4][CH3:5].[F:6][CH2:7][C:8]#[N:9].[BH4-].[Na+].Cl.O1C[CH2:16][CH2:15][CH2:14]1>CO.O>[CH:14]([Mg:1][Br:2])=[CH:15][CH3:16].[F:6][CH2:7][CH:8]([NH2:9])[CH:3]=[CH:4][CH3:5] |f:3.4|. Procedure details: Under an atmosphere of nitrogen, propenylmagnesium bromide is prepared from 9.72 g of magnesium turnings (400 mmoles), freshly distilled 1-bromo 1-propene (cis/trans mixture, 24.2 g, 200 mmoles) and 180 ml of dry tetrahydrofuran. The colored solution is separated from the excess of magnesium and cooled to -30° C. Fluoroacetonitrile (11.8 g, 200 mmoles) in tetrahydrofuran (50 ml) is added dropwise during 20 mins and the reaction mixture is kept at -30° C. for an additional 20 mins. A solution/sus... Reactants: [NH4+].[Cl-] (NH4Cl), [H-].[Na+] (sodium hydride), oil, C(CO)O (ethylene glycol), ClC1=NC(=CC(=C1[N+](=O)[O-])N)Cl (2,6-dichloro-3-nitro-pyridin-4-ylamine). Reaction conditions: time 16 hour. The product is NC1=C(C(=NC(=C1)Cl)OCCO)[N+](=O)[O-] (2-(4-Amino-6-chloro-3-nitro-pyridin-2-yloxy)-ethanol). Reaction SMILES: [H-].[Na+].Cl[C:4]1[C:9]([N+:10]([O-:12])=[O:11])=[C:8]([NH2:13])[CH:7]=[C:6]([Cl:14])[N:5]=1.[NH4+].[Cl-].[CH2:17]([OH:20])[CH2:18][OH:19]>>[NH2:13][C:8]1[CH:7]=[C:6]([Cl:14])[N:5]=[C:4]([O:19][CH2:18][CH2:17][OH:20])[C:9]=1[N+:10]([O-:12])=[O:11] |f:0.1,3.4|. Procedure: To a mixture of 60% sodium hydride in mineral oil (769 mg, 19.2 mmol) in ethylene glycol (10 mL) was added 2,6-dichloro-3-nitro-pyridin-4-ylamine (2.00 g, 9.62 mmol) slowly over 5 min. After stirring at room temperature for 16 h, the resulting mixture was treated with saturated NH4Cl (20 mL) and extracted with EtOAc (3×50 mL). The combined organic layers were washed with H2O (2×50 mL), brine (50 mL), and then dried over Na2SO4. The solvent was removed in vacuo and the resulting residue was tritu...